Dataset: the Open Reaction Database (ORD), a public repository of structured organic reaction records. Task: describe an organic reaction: reactants, conditions, products, and yield The reactants are ClC=1C(=NC=CN1)C(=O)N(C)OC (3-chloro-N-methoxy-N-methylpyrazine-2-carboxamide), C(C1=CC=CC=C1)OC1=CC=C(C=C1)[Mg]Br ([4-(benzyloxy)phenyl]magnesium bromide). Run in C1CCOC1 (THF), C1CCOC1 (THF). Reaction conditions: temperature 0 celsius, time 2 hour. The product is C(C1=CC=CC=C1)OC1=CC=C(C=C1)C(=O)C1=NC=CN=C1Cl ([4-(Benzyloxy)phenyl](3-chloropyrazin-2-yl)methanone). As a reaction SMILES: [Cl:1][C:2]1[C:3]([C:8](N(OC)C)=[O:9])=[N:4][CH:5]=[CH:6][N:7]=1.[CH2:14]([O:21][C:22]1[CH:27]=[CH:26][C:25]([Mg]Br)=[CH:24][CH:23]=1)[C:15]1[CH:20]=[CH:19][CH:18]=[CH:17][CH:16]=1>C1COCC1>[CH2:14]([O:21][C:22]1[CH:27]=[CH:26][C:25]([C:8]([C:3]2[C:2]([Cl:1])=[N:7][CH:6]=[CH:5][N:4]=2)=[O:9])=[CH:24][CH:23]=1)[C:15]1[CH:20]=[CH:19][CH:18]=[CH:17][CH:16]=1. Procedure: To a solution of 3-chloro-N-methoxy-N-methylpyrazine-2-carboxamide (2.05 g) in THF (50 mL) was added dropwise [4-(benzyloxy)phenyl]magnesium bromide in THF (12 mL) at 0° C. After stirring at 0° C. for 2 h, the mixture was quenched with water and extracted with AcOEt. The organic layer was washed with brine, dried over Na2SO4, filtered and concentrated under reduced pressure. The residue was purified by silica gel column chromatography (AcOEt/hexane) to give the title compound (2.47 g). Reactants: BrC=1C(=CC2=C(C(CC(O2)(C)C)O)C1)C (6-Bromo-3,4-dihydro-4-hydroxyl-2,2,7-trimethyl-2H-1-benzopyran), C1(=CC=C(C=C1)S(=O)(=O)O)C (p-toluenesulphonic acid), O (water). Run in C1(=CC=CC=C1)C (toluene). Yields the product BrC=1C(=CC2=C(C=CC(O2)(C)C)C1)C (6-Bromo-2,2,7-trimethyl-2H-1-benzopyran). Reaction SMILES: [Br:1][C:2]1[C:3]([CH3:15])=[CH:4][C:5]2[O:10][C:9]([CH3:12])([CH3:11])[CH2:8][CH:7](O)[C:6]=2[CH:14]=1.C1(C)C=CC(S(O)(=O)=O)=CC=1.O>C1(C)C=CC=CC=1>[Br:1][C:2]1[C:3]([CH3:15])=[CH:4][C:5]2[O:10][C:9]([CH3:11])([CH3:12])[CH:8]=[CH:7][C:6]=2[CH:14]=1. Procedure: A stirred solution of the product of step d (27.1 g) in dry toluene (300 ml) is treated with p-toluenesulphonic acid (1.15 g) and heated under reflux for 2 h with water formed being removed via a Dean-Stark apparatus. The cooled solution is washed with aqueous sodium carbonate (100 ml, 2M), dried (Na2SO4), filtered and the solvent is evaporated off under reduced pressure to yield the crude product. This is purified by chromatography (silica gel, hexane) to give the title compound as an oil. Reactants: C(=O)(O)C1C(NC=2CCCC(C2C1C1=CC(=CC=C1)C#N)=O)(O)C(F)(F)F (3-carboxy-2-trifluoromethyl-2-hydroxy-4-(3-cyanophenyl)-4,6,7,8-tetrahydro-5(1H)-quinolone), O.C1(=CC=C(C=C1)S(=O)(=O)O)C (p-toluene sulfonic acid monohydrate). Solvent: C1(=CC=CC=C1)C (toluene). Yields the product FC(C=1NC=2CCCC(C2C(C1)C1=CC(=CC=C1)C#N)=O)(F)F (2-Trifluoromethyl-4-(3-cyanophenyl)-4, 6,7,8-tetrahydro-5(1H)-quinolone). Yield: 55.2%. RXN SMILES: C([CH:4]1[CH:13]([C:14]2[CH:19]=[CH:18][CH:17]=[C:16]([C:20]#[N:21])[CH:15]=2)[C:12]2[C:11](=[O:22])[CH2:10][CH2:9][CH2:8][C:7]=2[NH:6][C:5]1([C:24]([F:27])([F:26])[F:25])O)(O)=O.O.C1(C)C=CC(S(O)(=O)=O)=CC=1>C1(C)C=CC=CC=1>[F:27][C:24]([F:25])([F:26])[C:5]1[NH:6][C:7]2[CH2:8][CH2:9][CH2:10][C:11](=[O:22])[C:12]=2[CH:13]([C:14]2[CH:19]=[CH:18][CH:17]=[C:16]([C:20]#[N:21])[CH:15]=2)[CH:4]=1 |f:1.2|. Procedure details: A suspension of 3-carboxy-2-trifluoromethyl-2-hydroxy-4-(3-cyanophenyl)-4,6,7,8-tetrahydro-5(1H)-quinolone (2.25 g) in toluene (100 ml) was treated with p-toluene sulfonic acid monohydrate (0.33 g). The mixture was vigorously refluxed under Dean-Stark conditions for 1.5 hours and then partitioned between water and ethyl acetate. The organic portion was washed (water and brine) and evaporated. The residue was purified by chromatography (hexane/ethyl acetate, 1:1) to yield the title compound (1.04... Reactants: CCCc1cc(CCC=O)n(C(C)(C)C)n1, CCN(C(C)C)C(C)C, c1ccc(N2CCNCC2)cc1. The product is CCCc1cc(CCCN2CCN(c3ccccc3)CC2)n(C(C)(C)C)n1. Reaction SMILES: [C:1]([CH3:2])([CH3:3])([CH3:4])[n:5]1[n:6][c:7]([CH2:14][CH2:15][CH3:16])[cH:8][c:9]1[CH2:10][CH2:11][CH:12]=[O:13].[CH:29]([N:30]([CH2:31][CH3:32])[CH:33]([CH3:34])[CH3:35])([CH3:36])[CH3:37].[c:17]1([N:23]2[CH2:24][CH2:25][NH:26][CH2:27][CH2:28]2)[cH:18][cH:19][cH:20][cH:21][cH:22]1>>[C:1]([CH3:2])([CH3:3])([CH3:4])[n:5]1[n:6][c:7]([CH2:14][CH2:15][CH3:16])[cH:8][c:9]1[CH2:10][CH2:11][CH2:12][N:26]1[CH2:25][CH2:24][N:23]([c:17]2[cH:18][cH:19][cH:20][cH:21][cH:22]2)[CH2:28][CH2:27]1. Reactants: BrCC1=CC=C(C2=CC=CC=C12)C(=O)OC (methyl 4-(bromomethyl)-1-naphthoate), [N-]=[N+]=[N-].[Na+] (NaN3). Solvent: O (water), CS(=O)C (DMSO). Conditions: time 16 hour. Yields the product N(=[N+]=[N-])CC1=CC=C(C2=CC=CC=C12)C(=O)OC (methyl 4-(azidomethyl)-1-naphthoate). Yield: 77.0%. Reaction SMILES: Br[CH2:2][C:3]1[C:12]2[C:7](=[CH:8][CH:9]=[CH:10][CH:11]=2)[C:6]([C:13]([O:15][CH3:16])=[O:14])=[CH:5][CH:4]=1.[N-:17]=[N+:18]=[N-:19].[Na+]>CS(C)=O.O>[N:17]([CH2:2][C:3]1[C:12]2[C:7](=[CH:8][CH:9]=[CH:10][CH:11]=2)[C:6]([C:13]([O:15][CH3:16])=[O:14])=[CH:5][CH:4]=1)=[N+:18]=[N-:19] |f:1.2|. Reported procedure: To a solution of methyl 4-(bromomethyl)-1-naphthoate (30 g, 0.107 mol) in anhydrous DMSO (300 mL) was added NaN3 portion wise (14 g, 0.215 mol) at 0° C. and stirred at rt for 16 h. Then the reaction mixture was diluted with water (500 mL), extracted with EtOAc (2×250 mL), washed with water, brine and dried over MgSO4. The solvent was removed under vacuum to give methyl 4-(azidomethyl)-1-naphthoate (20 g, 77%). The reactants are C(=O)(OCC1=CC=CC=C1)N1[C@@H](CCC1)C=CC(C)=NO (1-(1-CBZ-2(S)-pyrrolidinyl)-1-buten-3-one oxime), 12, C(=O)(O)[O-].[Na+] (NaHCO3). Solvent: O (water), C1CCOC1 (THF), OS(=O)[O-].[Na+] (NaHSO3). Yields the product CC1=NOC(=C1)[C@H]1N(CCC1)C(=O)OCC1=CC=CC=C1 (3-Methyl-5-(1-CBZ-2(S)-pyrrolidinyl)isoxazole). Yield: 60.4%. RXN SMILES: [C:1]([N:11]1[CH2:15][CH2:14][CH2:13][C@H:12]1[CH:16]=[CH:17][C:18](=[N:20][OH:21])[CH3:19])([O:3][CH2:4][C:5]1[CH:10]=[CH:9][CH:8]=[CH:7][CH:6]=1)=[O:2].C([O-])(O)=O.[Na+]>O.C1COCC1.OS([O-])=O.[Na+]>[CH3:19][C:18]1[CH:17]=[C:16]([C@@H:12]2[CH2:13][CH2:14][CH2:15][N:11]2[C:1]([O:3][CH2:4][C:5]2[CH:10]=[CH:9][CH:8]=[CH:7][CH:6]=2)=[O:2])[O:21][N:20]=1 |f:1.2,5.6|. Reported procedure: A 169 mg sample (0.59 mmol) of the product from step 23d above, 344 mg (2.07 mmol) of Kl, 156 mg ((0.61. mmol) of 12, and 198 mg (2.36 mmol) of NaHCO3 were dissolved in 3 mL of water and 3 mL of THF. The mixture was heated at reflux for 6 hr, then cooled to room temperature. The mixture was diluted with 20 mL of 1.7 M NaHSO3 solution, then extracted with ether. The combined extracts were washed with brine and dried over MgSO4, then concentrated to give 143 mg of crude product. Chromatography on ... The reactants are O1CCC(C2=C1C=CC=C2)CCN2CCC(CC2)NC(C)=O (N-[1-[2-(3,4-dihydro-2H-1-benzopyran-4-yl)ethyl]-4-piperidinyl]acetamide), [OH-].[Na+] (sodium hydroxide). The solvent is Cl (hydrochloric acid). Yields the product O1CCC(C2=C1C=CC=C2)CCN2CCC(CC2)N (1-[2-(3,4-dihydro-2H-1-benzopyran-4-yl)ethyl]-4-aminopiperidine). The yield is 100.4%. Reaction SMILES: [O:1]1[C:6]2[CH:7]=[CH:8][CH:9]=[CH:10][C:5]=2[CH:4]([CH2:11][CH2:12][N:13]2[CH2:18][CH2:17][CH:16]([NH:19]C(=O)C)[CH2:15][CH2:14]2)[CH2:3][CH2:2]1.[OH-].[Na+]>Cl>[O:1]1[C:6]2[CH:7]=[CH:8][CH:9]=[CH:10][C:5]=2[CH:4]([CH2:11][CH2:12][N:13]2[CH2:18][CH2:17][CH:16]([NH2:19])[CH2:15][CH2:14]2)[CH2:3][CH2:2]1 |f:1.2|. Procedure details: A solution of N-[1-[2-(3,4-dihydro-2H-1-benzopyran-4-yl)ethyl]-4-piperidinyl]acetamide (3.3 g, 10.9 mmol) in 1.2 N hydrochloric acid (35 ml) was heated on a steam bath for 16 h. The reaction mixture was cooled and neutralized with 50% sodium hydroxide solution (pH 12). The basic aqueous solution was extracted with ethyl acetate. The organic extracts were washed with distilled water, dried (Na2SO4), filtered and evaporated in vacuo to afford the title compound (2.85 g, 100%) as an oily gum.